Dataset: the Open Reaction Database (ORD), a public repository of structured organic reaction records. Task: describe an organic reaction: reactants, conditions, products, and yield Starting materials: CC(=O)O, CCCc1nc2nc(C)n(C)c2n1Cc1ccc(-c2ccccc2-c2nnnn2C(c2ccccc2)(c2ccccc2)c2ccccc2)cc1. The product is CCCc1nc2nc(C)n(C)c2n1Cc1ccc(-c2ccccc2-c2nnn[nH]2)cc1. As a reaction SMILES: [C:51]([OH:52])(=[O:53])[CH3:54].[CH3:1][n:2]1[c:3]([CH3:50])[n:4][c:5]2[c:6]1[n:7]([CH2:13][c:14]1[cH:15][cH:16][c:17](-[c:20]3[c:21](-[c:26]4[n:27][n:28][n:29][n:30]4[C:31]([c:32]4[cH:33][cH:34][cH:35][cH:36][cH:37]4)([c:38]4[cH:39][cH:40][cH:41][cH:42][cH:43]4)[c:44]4[cH:45][cH:46][cH:47][cH:48][cH:49]4)[cH:22][cH:23][cH:24][cH:25]3)[cH:18][cH:19]1)[c:8]([CH2:10][CH2:11][CH3:12])[n:9]2>>[CH3:1][n:2]1[c:3]([CH3:50])[n:4][c:5]2[c:6]1[n:7]([CH2:13][c:14]1[cH:15][cH:16][c:17](-[c:20]3[c:21](-[c:26]4[n:27][n:28][n:29][nH:30]4)[cH:22][cH:23][cH:24][cH:25]3)[cH:18][cH:19]1)[c:8]([CH2:10][CH2:11][CH3:12])[n:9]2. Starting materials: N1C=NC=C1 (1H-imidazole), [H-].[Na+] (sodium hydride), C(C)(=O)OCC (Ethyl acetate), FC1=C(C#N)C=CC=C1 (2-Fluoro-benzonitrile). The solvent is CN(C=O)C (dimethylformamide). Reaction conditions: time 40 minute. Product: N1(C=NC=C1)C1=C(C#N)C=CC=C1 (2-imidazol-1-yl-benzonitrile). Reaction SMILES: [NH:1]1[CH:5]=[CH:4][N:3]=[CH:2]1.[H-].[Na+].F[C:9]1[CH:16]=[CH:15][CH:14]=[CH:13][C:10]=1[C:11]#[N:12].C(OCC)(=O)C>CN(C)C=O>[N:1]1([C:9]2[CH:16]=[CH:15][CH:14]=[CH:13][C:10]=2[C:11]#[N:12])[CH:5]=[CH:4][N:3]=[CH:2]1 |f:1.2|. Reported procedure: To a solution of 1H-imidazole (0.61 g, 9.0 mmol) in dimethylformamide (8 ml) was added sodium hydride (60% in oil, 0.36 g, 9.0 mmol) and the reaction mixture was stirred at room temperature for 40 min. 2-Fluoro-benzonitrile (0.9 ml, 8.2 mmol) was added and the reaction was stirred at room temperature for 45 min, heated to 60° C. for 45 min and then stirred at room temperature overnight. Ethyl acetate was added and the mixture was washed with water and brine. Drying and solvent evaporation gave 2...